This data is from the Open Reaction Database (ORD), a public repository of structured organic reaction records. The task is: describe an organic reaction: reactants, conditions, products, and yield Reactants: CC1=C(SC=2N(C=C(C(C21)=O)C(=O)OCC)C)CN2CCOCC2 (ethyl 3,7-dimethyl-2-(morpholin-4-ylmethyl)-4-oxo-4,7-dihydrothieno[2,3-b]pyridine-5-carboxylate), ClC1=CC=C(CN)C=C1 (4-chloro-benzylamine). Run in CO (methanol). Reaction conditions: temperature 190 celsius. Yields the product ClC1=CC=C(CNC(=O)C=2C(C3=C(N(C2)C)SC(=C3C)CN3CCOCC3)=O)C=C1 (N-(4-Chlorobenzy)-3,7-dimethyl-2-(morpholin-4-ylmethyl)-4-oxo-4,7-dihydro-thieno[2,3-b]pyridine-5-carboxamide). Reaction SMILES: [CH3:1][C:2]1[C:10]2[C:9](=[O:11])[C:8]([C:12](OCC)=[O:13])=[CH:7][N:6]([CH3:17])[C:5]=2[S:4][C:3]=1[CH2:18][N:19]1[CH2:24][CH2:23][O:22][CH2:21][CH2:20]1.[Cl:25][C:26]1[CH:33]=[CH:32][C:29]([CH2:30][NH2:31])=[CH:28][CH:27]=1>CO>[Cl:25][C:26]1[CH:33]=[CH:32][C:29]([CH2:30][NH:31][C:12]([C:8]2[C:9](=[O:11])[C:10]3[C:2]([CH3:1])=[C:3]([CH2:18][N:19]4[CH2:20][CH2:21][O:22][CH2:23][CH2:24]4)[S:4][C:5]=3[N:6]([CH3:17])[CH:7]=2)=[O:13])=[CH:28][CH:27]=1. Reported procedure: A mixture of ethyl 3,7-dimethyl-2-(morpholin-4-ylmethyl)-4-oxo-4,7-dihydrothieno[2,3-b]pyridine-5-carboxylate (Preparation 28, 700 mg) and 4-chloro-benzylamine (1.25 mL) is heated to 190° C. under a nitrogen atmosphere for 1 h. The reaction mixture is allowed to cool briefly and methanol (10 mL) is added. After cooling to room temperature, the product is filtered and washed with methanol and diethyl ether to afford 634 mg of the title compound as a white solid. Physical characteristics. M.p. 222... Yields the product title compound, O1N=C(N=C1)C1=CC=C(CN(S(=O)(=O)C=2SC(=CC2)Cl)[C@H]2[C@@H](CCCC2)CO)C=C1 (N-(4-(1,2,4-oxadiazol-3-yl)benzyl)-5-chloro-N-(trans-2-(hydroxymethyl)cyclohexyl)thiophene-2-sulfonamide). The yield is 13.4%. Starting materials: O1N=C(N=C1)C1=CC=C(CN(S(=O)(=O)C2=CC=C(C=C2)Cl)[C@H]2[C@@H](CCCC2)CO)C=C1 (N-(4-(1,2,4-oxadiazol-3-yl)benzyl)-4-chloro-N-(trans-2-(hydroxymethyl)cyclohexyl)benzenesulfonamide), ClC1=CC=C(S1)S(=O)(=O)N[C@H]1[C@@H](CCCC1)CO (5-chloro-N-(trans-2-(hydroxymethyl)cyclohexyl)thiophene-2-sulfonamide), C([O-])([O-])=O.[Cs+].[Cs+] (cesium carbonate), BrCC1=CC=C(C=C1)C1=NOC=N1 (3-(4-(bromomethyl)phenyl)-1,2,4-oxadiazole). Reported procedure: The title compound was synthesized from 5-chloro-N-(trans-2-(hydroxymethyl)cyclohexyl)thiophene-2-sulfonamide (100 mg, 0.32 mmol), cesium carbonate (126 mg, 0.39 mmol), and 3-(4-(bromomethyl)phenyl)-1,2,4-oxadiazole (93 mg, 0.39 mmol) according to the procedure described for N-(4-(1,2,4-oxadiazol-3-yl)benzyl)-4-chloro-N-(trans-2-(hydroxymethyl)cyclohexyl)benzenesulfonamide (Example 11) to give N-(4-(1,2,4-oxadiazol-3-yl)benzyl)-5-chloro-N-(trans-2-(hydroxymethyl)cyclohexyl)thiophene-2-sulfonamid... RXN SMILES: [Cl:1][C:2]1[S:6][C:5]([S:7]([NH:10][C@@H:11]2[CH2:16][CH2:15][CH2:14][CH2:13][C@H:12]2[CH2:17][OH:18])(=[O:9])=[O:8])=[CH:4][CH:3]=1.C(=O)([O-])[O-].[Cs+].[Cs+].Br[CH2:26][C:27]1[CH:32]=[CH:31][C:30]([C:33]2[N:37]=[CH:36][O:35][N:34]=2)=[CH:29][CH:28]=1.O1C=NC(C2C=CC(CN([C@@H]3CCCC[C@H]3CO)S(C3C=CC(Cl)=CC=3)(=O)=O)=CC=2)=N1>>[O:35]1[CH:36]=[N:37][C:33]([C:30]2[CH:31]=[CH:32][C:27]([CH2:26][N:10]([C@@H:11]3[CH2:16][CH2:15][CH2:14][CH2:13][C@H:12]3[CH2:17][OH:18])[S:7]([C:5]3[S:6][C:2]([Cl:1])=[CH:3][CH:4]=3)(=[O:9])=[O:8])=[CH:28][CH:29]=2)=[N:34]1 |f:1.2.3|. Reactants: 4-(4-bromobenzylamino-2-methylquinolin-3-yl)ethanone, BrC1=CC=C(CBr)C=C1 (4-bromobenzyl bromide), Intermediate 2c, NC1=C(C(=NC2=CC=CC=C12)C)C(=O)OC (methyl 4-amino-2-methylquinoline-3-carboxylate). The product is BrC1=CC=C(CNC2=C(C(=NC3=CC=CC=C23)C)C(=O)OC)C=C1 (Methyl 4-(4-bromobenzylamino)-2-methylquinoline-3-carboxylate). Reaction SMILES: [NH2:1][C:2]1[C:11]2[C:6](=[CH:7][CH:8]=[CH:9][CH:10]=2)[N:5]=[C:4]([CH3:12])[C:3]=1[C:13]([O:15][CH3:16])=[O:14].[Br:17][C:18]1[CH:25]=[CH:24][C:21]([CH2:22]Br)=[CH:20][CH:19]=1>>[Br:17][C:18]1[CH:25]=[CH:24][C:21]([CH2:22][NH:1][C:2]2[C:11]3[C:6](=[CH:7][CH:8]=[CH:9][CH:10]=3)[N:5]=[C:4]([CH3:12])[C:3]=2[C:13]([O:15][CH3:16])=[O:14])=[CH:20][CH:19]=1. Procedure details: Methyl 4-(4-bromobenzylamino)-2-methylquinoline-3-carboxylate was synthesized by the same method as described for 1-(4-(4-bromobenzylamino-2-methylquinolin-3-yl)ethanone (Example 1, Intermediate 2c), starting from methyl 4-amino-2-methylquinoline-3-carboxylate and 4-bromobenzyl bromide. Melting point: 89° C.; MS(ES+): 385/387. Starting materials: O=C([O-])[O-], CS(=O)(=O)c1ccsc1CCC1CCNCC1, CN(C)C=O, COc1ncccc1CCl, Cl, [K+], [K+], O. Yields the product COc1ncccc1CN1CCC(CCc2sccc2S(C)(=O)=O)CC1. Reaction SMILES: [C:29](=[O:30])([O-:31])[O-:32].[CH3:2][S:3](=[O:4])(=[O:5])[c:6]1[c:7]([CH2:11][CH2:12][CH:13]2[CH2:14][CH2:15][NH:16][CH2:17][CH2:18]2)[s:8][cH:9][cH:10]1.[CH3:36][N:37]([CH3:38])[CH:39]=[O:40].[Cl:19][CH2:20][c:21]1[c:22]([O:27][CH3:28])[n:23][cH:24][cH:25][cH:26]1.[ClH:1].[K+:33].[K+:34].[OH2:35]>>[CH3:2][S:3](=[O:4])(=[O:5])[c:6]1[c:7]([CH2:11][CH2:12][CH:13]2[CH2:14][CH2:15][N:16]([CH2:20][c:21]3[c:22]([O:27][CH3:28])[n:23][cH:24][cH:25][cH:26]3)[CH2:17][CH2:18]2)[s:8][cH:9][cH:10]1. Starting materials: resultant mixture, C(C)N(CCCO)C(=O)OCC1=CC=CC=C1 (N-Ethyl 3-benzyloxycarbonylamino-1-propanol), N1=CC=CC=C1 (pyridine), S(=O)(=O)(C1=CC=C(C)C=C1)Cl (tosyl chloride), C(C)(=O)OCC (Ethyl acetate). Solvent: C(Cl)Cl (methylene chloride), O (water). Product: C(C)N(CCCOS(=O)(=O)C1=CC=C(C)C=C1)C(=O)OCC1=CC=CC=C1 (N-ethyl 3-benzyloxycarbonylamino-1-tosyloxypropane). Yield: 66.7%. Reaction SMILES: [CH2:1]([N:3]([C:8]([O:10][CH2:11][C:12]1[CH:17]=[CH:16][CH:15]=[CH:14][CH:13]=1)=[O:9])[CH2:4][CH2:5][CH2:6][OH:7])[CH3:2].N1C=CC=CC=1.[S:24](Cl)([C:27]1[CH:33]=[CH:32][C:30]([CH3:31])=[CH:29][CH:28]=1)(=[O:26])=[O:25].C(OCC)(=O)C>C(Cl)Cl.O>[CH2:1]([N:3]([C:8]([O:10][CH2:11][C:12]1[CH:17]=[CH:16][CH:15]=[CH:14][CH:13]=1)=[O:9])[CH2:4][CH2:5][CH2:6][O:7][S:24]([C:27]1[CH:33]=[CH:32][C:30]([CH3:31])=[CH:29][CH:28]=1)(=[O:26])=[O:25])[CH3:2]. Reported procedure: N-Ethyl 3-benzyloxycarbonylamino-1-propanol (4.0 g) was dissolved in methylene chloride (20 ml), and to the resulting solution were added pyridine (1.8 ml) and tosyl chloride (3.9 g). The resultant mixture was stirred at room temperature for 2 days. Ethyl acetate and water were added to the reaction solution obtained. The organic layer so separated was washed with an aqueous potassium hydrogen sulfate solution and then with water and then dried over magnesium sulfate. The solvent was evaporated ...